This data is from the Open Reaction Database (ORD), a public repository of structured organic reaction records. The task is: describe an organic reaction: reactants, conditions, products, and yield Starting materials: CC(=O)O[BH-](OC(C)=O)OC(C)=O, O=Cc1nc2c(N3CCOCC3)nc(Cl)nc2s1, O=S1(=O)CCN(C2CNC2)CC1, [Na+]. Yields the product O=S1(=O)CCN(C2CN(Cc3nc4c(N5CCOCC5)nc(Cl)nc4s3)C2)CC1. As a reaction SMILES: [C:31]([O:32][BH-:33]([O:34][C:35](=[O:36])[CH3:37])[O:38][C:39](=[O:40])[CH3:41])(=[O:42])[CH3:43].[Cl:1][c:2]1[n:3][c:4]([N:13]2[CH2:14][CH2:15][O:16][CH2:17][CH2:18]2)[c:5]2[c:6]([n:7]1)[s:8][c:9]([CH:11]=[O:12])[n:10]2.[NH:19]1[CH2:20][CH:21]([N:23]2[CH2:24][CH2:25][S:26](=[O:29])(=[O:30])[CH2:27][CH2:28]2)[CH2:22]1.[Na+:44]>>[Cl:1][c:2]1[n:3][c:4]([N:13]2[CH2:14][CH2:15][O:16][CH2:17][CH2:18]2)[c:5]2[c:6]([n:7]1)[s:8][c:9]([CH2:11][N:19]1[CH2:20][CH:21]([N:23]3[CH2:24][CH2:25][S:26](=[O:29])(=[O:30])[CH2:27][CH2:28]3)[CH2:22]1)[n:10]2. Reactants: C=1(C(=CC=CC1)C)C (xylol), O (water), O (water), ClC1=CC=C(OC(C(=O)O)(C)C)C=C1 (2-(p-chlorophenoxy)-2-methyl-propionic acid), NC(C(O)C)(CO)O (2-amino-2-hydroxy-methyl-1,3-propane-diol). Yields the product crude product, ClC1=CC=C(OC(C)(C)C=2OC(C(N2)(O)O)C)C=C1 (2-[(p-chlorophenoxy)-isopropyl]-4,4-bis-hydroxy-methyl-2-oxazoline). Reaction SMILES: [Cl:1][C:2]1[CH:14]=[CH:13][C:5]([O:6][C:7]([CH3:12])([CH3:11])[C:8]([OH:10])=O)=[CH:4][CH:3]=1.[NH2:15][C:16]([OH:22])(CO)[CH:17]([CH3:19])O.C1(C)C(C)=CC=CC=1.[OH2:31]>>[Cl:1][C:2]1[CH:3]=[CH:4][C:5]([O:6][C:7]([C:8]2[O:10][CH:17]([CH3:19])[C:16]([OH:22])([OH:31])[N:15]=2)([CH3:12])[CH3:11])=[CH:13][CH:14]=1. Procedure details: 21.45 g (0.1 moles) of 2-(p-chlorophenoxy)-2-methyl-propionic acid and 15.14 g (0.125 moles) of 2-amino-2-hydroxy-methyl-1,3-propane-diol are boiled for 12 hours in 900 ml. anhydrous xylol in an appratus provided with a water-separating column. The water formed during the course of the reaction is accumulated as an azeotropic mixture in the water-separating column from where it is removed from time to time. When no more water is evolved from the system the boiling is stopped. The hot xylene solu... The reactants are [Si](C)(C)(C(C)(C)C)O[C@H]1C[C@@H](O[C@@H]1C(O)C=O)N1C(=O)NC(=O)C(C)=C1 (3′-O-t-butyldimethylsilyl-5′-formylthymidine), [H-].[Na+] (sodium hydride). The reagents and catalysts are [Br-].C[P+](C1=CC=CC=C1)(C1=CC=CC=C1)C1=CC=CC=C1 (methyltriphenylphosphonium bromide). Run in CS(=O)C (DMSO), CS(=O)C (DMSO), C(C)(=O)OCC (ethyl acetate), CS(=O)C (DMSO). Reaction conditions: temperature 65 celsius, time 1.5 hour. Product: [Si](C)(C)(C(C)(C)C)O[C@H]1C[C@@H](O[C@@H]1C=C)N1C(=O)NC(=O)C(C)=C1 (3′-O-t-butyldimethylsilyl-5′-deoxy-5′-methylidenethymidine). Reaction SMILES: [H-].[Na+].[Si:3]([O:10][C@@H:11]1[C@@H:15]([CH:16]([CH:18]=O)O)[O:14][C@@H:13]([N:20]2[CH:28]=[C:26]([CH3:27])[C:24](=[O:25])[NH:23][C:21]2=[O:22])[CH2:12]1)([C:6]([CH3:9])([CH3:8])[CH3:7])([CH3:5])[CH3:4]>CS(C)=O.[Br-].C[P+](C1C=CC=CC=1)(C1C=CC=CC=1)C1C=CC=CC=1.C(OCC)(=O)C>[Si:3]([O:10][C@@H:11]1[C@@H:15]([CH:16]=[CH2:18])[O:14][C@@H:13]([N:20]2[CH:28]=[C:26]([CH3:27])[C:24](=[O:25])[NH:23][C:21]2=[O:22])[CH2:12]1)([C:6]([CH3:7])([CH3:8])[CH3:9])([CH3:5])[CH3:4] |f:0.1,4.5|. Procedure: A suspension of sodium hydride (60% in mineral oil, 2.88 g, 72 mmol) in anhydrous DMSO (100 ml) after stirring at 65° C. for 1.5 h under nitrogen was changed to a clear solution, which was cooled to room temperature and transferred to a cold, stirred suspension of methyltriphenylphosphonium bromide (27.0 g, 75.6 mmol) in DMSO (20 ml) under nitrogen. The reaction mixture was stirred at room temperature for 45 min. and a solution of 3′-O-t-butyldimethylsilyl-5′-formylthymidine (8.50 g, 24 mmol) in...